Dataset: the Open Reaction Database (ORD), a public repository of structured organic reaction records. Task: describe an organic reaction: reactants, conditions, products, and yield Reactants: [Br-], O=C([O-])[O-], CCCC[N+](CCCC)(CCCC)CCCC, O=S(=O)(NCCC1CC1)c1cnc(Cl)c(Br)c1, O=C(c1cc(F)ccc1C(F)(F)F)N1CCNCC1, [K+], [K+], C1COCCO1. Yields the product O=C(c1cc(F)ccc1C(F)(F)F)N1CCN(c2ncc(S(=O)(=O)NCCC3CC3)cc2Br)CC1. RXN SMILES: [Br-:49].[C:37](=[O:38])([O-:39])[O-:40].[CH2:50]([N+:51]([CH2:52][CH2:53][CH2:54][CH3:55])([CH2:56][CH2:57][CH2:58][CH3:59])[CH2:60][CH2:61][CH2:62][CH3:63])[CH2:64][CH2:65][CH3:66].[CH:1]1([CH2:4][CH2:5][NH:6][S:7](=[O:8])(=[O:9])[c:10]2[cH:11][n:12][c:13]([Cl:17])[c:14]([Br:16])[cH:15]2)[CH2:2][CH2:3]1.[F:18][c:19]1[cH:20][cH:21][c:22]([C:33]([F:34])([F:35])[F:36])[c:23]([C:25](=[O:26])[N:27]2[CH2:28][CH2:29][NH:30][CH2:31][CH2:32]2)[cH:24]1.[K+:41].[K+:42].[O:43]1[CH2:44][CH2:45][O:46][CH2:47][CH2:48]1>>[CH:1]1([CH2:4][CH2:5][NH:6][S:7](=[O:8])(=[O:9])[c:10]2[cH:11][n:12][c:13]([N:30]3[CH2:29][CH2:28][N:27]([C:25]([c:23]4[c:22]([C:33]([F:34])([F:35])[F:36])[cH:21][cH:20][c:19]([F:18])[cH:24]4)=[O:26])[CH2:32][CH2:31]3)[c:14]([Br:16])[cH:15]2)[CH2:2][CH2:3]1. Starting materials: O1CCC(=CC1)C=1C(=NC=NC1)OC1=CC=C(N)C=C1 (4-(5-(3,6-dihydro-2H-pyran-4-yl)pyrimidin-4-yloxy)aniline). The reagents and catalysts are [Pd] (palladium on carbon), [OH-].[Pd+2].[OH-] (palladium hydroxide). Run in C(C)O (ethanol). Reaction conditions: temperature 50 celsius. The product is O1CCC(CC1)C=1C(=NC=NC1)OC1=CC=C(N)C=C1 (4-(5-(tetrahydro-2H-pyran-4-yl)pyrimidin-4-yloxy)aniline). RXN SMILES: [O:1]1[CH2:6][CH:5]=[C:4]([C:7]2[C:8]([O:13][C:14]3[CH:20]=[CH:19][C:17]([NH2:18])=[CH:16][CH:15]=3)=[N:9][CH:10]=[N:11][CH:12]=2)[CH2:3][CH2:2]1>[Pd].[OH-].[Pd+2].[OH-].C(O)C>[O:1]1[CH2:2][CH2:3][CH:4]([C:7]2[C:8]([O:13][C:14]3[CH:20]=[CH:19][C:17]([NH2:18])=[CH:16][CH:15]=3)=[N:9][CH:10]=[N:11][CH:12]=2)[CH2:5][CH2:6]1 |f:2.3.4|. Procedure details: To a pressure vessel was added palladium hydroxide, palladium on carbon (396 mg, 2.82 mmol), ethanol (18.800 ml), and 4-(5-(3,6-dihydro-2H-pyran-4-yl)pyrimidin-4-yloxy)aniline (760 mg, 2.82 mmol). The vessel was purged of air and backfilled with hydrogen (45 psi) before heating to 50° C. for 60 h. It was cooled to room temperature, filtered through Celite, and concentrated under reduced pressure to afford the product as a dark yellow oil. MS (ESI, pos. ion) m/z: 272.1 (M+1). Starting materials: CC(=O)O, O=C1Nc2ccc(I)cc2C1=O, NNC(=O)c1ccc(C(=O)Nc2ccc(C(=O)O)cc2)cc1. Product: O=C1Nc2ccc(I)cc2C1=NNC(=O)c1ccc(C(=O)Nc2ccc(C(=O)O)cc2)cc1. Reaction SMILES: [CH3:35][C:36](=[O:37])[OH:38].[I:1][c:2]1[cH:3][c:4]2[c:8]([cH:9][cH:10]1)[NH:7][C:6](=[O:11])[C:5]2=[O:12].[NH:13]([NH2:14])[C:15](=[O:16])[c:17]1[cH:18][cH:19][c:20]([C:21](=[O:22])[NH:23][c:24]2[cH:25][cH:26][c:27]([C:28](=[O:29])[OH:30])[cH:31][cH:32]2)[cH:33][cH:34]1>>[I:1][c:2]1[cH:3][c:4]2[c:8]([cH:9][cH:10]1)[NH:7][C:6](=[O:11])[C:5]2=[N:14][NH:13][C:15](=[O:16])[c:17]1[cH:18][cH:19][c:20]([C:21](=[O:22])[NH:23][c:24]2[cH:25][cH:26][c:27]([C:28](=[O:29])[OH:30])[cH:31][cH:32]2)[cH:33][cH:34]1.